Task: describe an organic reaction: reactants, conditions, products, and yield. Dataset: the Open Reaction Database (ORD), a public repository of structured organic reaction records Reactants: Cl (hydrochloric acid), C(C)OCC (diethyl ether), FC(C(C(=O)NC)NC(OC(C)(C)C)=O)(C)C (tert-butyl 3-fluoro-3-methyl-1-(methylamino)-1-oxobutan-2-ylcarbamate). Solvent: ClCCl (dichloromethane). Reaction conditions: time 2 hour. Yields the product Cl.NC(C(=O)NC)C(C)(C)F (2-amino-3-fluoro-N,3-dimethylbutanamide hydrochloride). RXN SMILES: [F:1][C:2]([CH3:17])([CH3:16])[CH:3]([NH:8]C(=O)OC(C)(C)C)[C:4]([NH:6][CH3:7])=[O:5].[ClH:18].C(OCC)C>ClCCl>[ClH:18].[NH2:8][CH:3]([C:2]([F:1])([CH3:17])[CH3:16])[C:4]([NH:6][CH3:7])=[O:5] |f:4.5|. Procedure: Intermediate 66B (306 mg, 1.23 mmol) was dissolved in dichloromethane (5 mL) and was treated with 2M hydrochloric acid solution in diethyl ether (6.18 mL, 12.4 mmol). The resulting mixture was stirred for 2 hour then was concentrated under reduced pressure. The oily residue was dried overnight in a 40° C. vacuum oven to provide intermediate 66C as an off-white solid in quantitative yield. 1H-NMR (400 MHz, (CD3)2SO) δ: 1.38 (d, 3H), 1.43 (d, 3H), 2.67 (d, 3H), 3.97 (d, 1H), 8.51 (broad s, 3H), 8....